Dataset: the Open Reaction Database (ORD), a public repository of structured organic reaction records. Task: describe an organic reaction: reactants, conditions, products, and yield Starting materials: C(CCC)[Li] (n-butyllithium), Cl (hydrochloric acid), BrC1=C(C=CC(=C1)OCOCC)CC (1-bromo-2-ethyl-5-ethoxymethoxybenzene), B(OC(C)C)(OC(C)C)OC(C)C (triisopropyl borate). Run in CCCCCC (hexane), O (water), C1CCOC1 (THF). Reaction conditions: temperature -78 celsius, time 1 hour. Product: C(C)C1=C(C=C(C=C1)OCOCC)B(O)O (2-Ethyl-5-ethoxymethoxyphenylboronic acid). RXN SMILES: Br[C:2]1[CH:7]=[C:6]([O:8][CH2:9][O:10][CH2:11][CH3:12])[CH:5]=[CH:4][C:3]=1[CH2:13][CH3:14].C([Li])CCC.[B:20](OC(C)C)([O:25]C(C)C)[O:21]C(C)C.Cl>C1COCC1.CCCCCC.O>[CH2:13]([C:3]1[CH:4]=[CH:5][C:6]([O:8][CH2:9][O:10][CH2:11][CH3:12])=[CH:7][C:2]=1[B:20]([OH:25])[OH:21])[CH3:14]. Procedure details: 12 g (49 mmol) of 1-bromo-2-ethyl-5-ethoxymethoxybenzene are placed in 200 ml of dry THF in a round-bottomed flask and under a stream of nitrogen. The reaction medium is cooled to −78° C. and 23 ml (58 mmol) of 2.5M n-butyllithium in hexane are added dropwise. 20 minutes later, 13.6 ml (59 mmol) of triisopropyl borate are added slowly. Stirring is continued for 1 hour at −78° C. The mixture is then poured into a solution of water and hydrochloric acid and is then extracted with ethyl acetate. Th... The reactants are O (water), [H-].[Al+3].[Li+].[H-].[H-].[H-] (lithium aluminium hydride), CC(CCN(C(C1=CC(=C(C=C1)[N+](=O)[O-])NCCCN1CCCCC1)=O)CCC(C)C)C (N,N-bis(3-methylbutyl)-4-nitro-3-[(3-piperidin-1-ylpropyl)amino]benzamide). Run in ClCCl (dichloromethane). Run at temperature 0 celsius. Product: CC(CCN(CCC(C)C)CC=1C=C(C(=CC1)N)NCCCN1CCCCC1)C (4-{[bis(3-methylbutyl)amino]methyl}-N2-(3-piperidin-1-ylpropyl)benzene-1,2-diamine), oil. Yield: 85.0%. Reaction SMILES: [H-].[Al+3].[Li+].[H-].[H-].[H-].[CH3:7][CH:8]([CH3:38])[CH2:9][CH2:10][N:11]([CH2:33][CH2:34][CH:35]([CH3:37])[CH3:36])[C:12](=O)[C:13]1[CH:18]=[CH:17][C:16]([N+:19]([O-])=O)=[C:15]([NH:22][CH2:23][CH2:24][CH2:25][N:26]2[CH2:31][CH2:30][CH2:29][CH2:28][CH2:27]2)[CH:14]=1.O>ClCCl>[CH3:36][CH:35]([CH3:37])[CH2:34][CH2:33][N:11]([CH2:12][C:13]1[CH:14]=[C:15]([NH:22][CH2:23][CH2:24][CH2:25][N:26]2[CH2:27][CH2:28][CH2:29][CH2:30][CH2:31]2)[C:16]([NH2:19])=[CH:17][CH:18]=1)[CH2:10][CH2:9][CH:8]([CH3:7])[CH3:38] |f:0.1.2.3.4.5|. Reported procedure: A solution of lithium aluminium hydride (36 ml; 1N in THF) is added dropwise to a solution of N,N-bis(3-methylbutyl)-4-nitro-3-[(3-piperidin-1-ylpropyl)amino]benzamide (1.6 g) cooled down to 0° C. The mixture is taken to a temperature of 20° C. then heated under reflux for 6 hours and hydrolyzed with water cooled down to 0° C. followed by a 1N soda solution. After the addition of dichloromethane, the mixture is filtered on celite. After decantation of the filtrate and extractions, the combined o... The reactants are CCCC[N+](CCCC)(CCCC)CCCC, C1CCOC1, COC(=O)C1CC2OC2C1, [Cl-], [Na+], O, O=S(=O)([O-])O. The product is COC(=O)C1CC(O)C(O)C1. Reaction SMILES: [CH2:19]([N+:20]([CH2:21][CH2:22][CH2:23][CH3:24])([CH2:25][CH2:26][CH2:27][CH3:28])[CH2:29][CH2:30][CH2:31][CH3:32])[CH2:33][CH2:34][CH3:35].[CH2:36]1[O:37][CH2:38][CH2:39][CH2:40]1.[CH:1]12[CH2:2][CH:3]([C:7](=[O:8])[O:9][CH3:10])[CH2:4][CH:5]1[O:6]2.[Cl-:12].[Na+:13].[OH2:11].[S:14](=[O:15])(=[O:16])([OH:17])[O-:18]>>[CH:1]1([OH:6])[CH2:2][CH:3]([C:7](=[O:8])[O:9][CH3:10])[CH2:4][CH:5]1[OH:11]. The reactants are COC=1C=C(CC2NCCC3=CC(=C(C=C23)OC(C)C)OC)C=CC1OC (1-(3,4-Dimethoxy-benzyl)-6-methoxy-7-isopropoxy-1,2,3,4-tetrahydroisoquinoline), BrCC(=O)Br (2-bromoacetyl bromide), NC1CCC2=C(C=CC=C12)C (1-amino-4-methyl-indane). Yields the product COC=1C=C(CC2N(CCC3=CC(=C(C=C23)OC(C)C)OC)CC(=O)NC2CCC3=C(C=CC=C23)C)C=CC1OC (2-[1-(3,4-Dimethoxy-benzyl)-6-methoxy-7-isopropoxy-3,4-dihydro-1H-isoquinolin-2-yl]-N-(4-methyl-indan-1-yl)-acetamide). As a reaction SMILES: [CH3:1][O:2][C:3]1[CH:4]=[C:5]([CH:23]=[CH:24][C:25]=1[O:26][CH3:27])[CH2:6][CH:7]1[C:16]2[C:11](=[CH:12][C:13]([O:21][CH3:22])=[C:14]([O:17][CH:18]([CH3:20])[CH3:19])[CH:15]=2)[CH2:10][CH2:9][NH:8]1.Br[CH2:29][C:30](Br)=[O:31].[NH2:33][CH:34]1[C:42]2[C:37](=[C:38]([CH3:43])[CH:39]=[CH:40][CH:41]=2)[CH2:36][CH2:35]1>>[CH3:1][O:2][C:3]1[CH:4]=[C:5]([CH:23]=[CH:24][C:25]=1[O:26][CH3:27])[CH2:6][CH:7]1[C:16]2[C:11](=[CH:12][C:13]([O:21][CH3:22])=[C:14]([O:17][CH:18]([CH3:20])[CH3:19])[CH:15]=2)[CH2:10][CH2:9][N:8]1[CH2:29][C:30]([NH:33][CH:34]1[C:42]2[C:37](=[C:38]([CH3:43])[CH:39]=[CH:40][CH:41]=2)[CH2:36][CH2:35]1)=[O:31]. Procedure: prepared by reaction of 1-(3,4-Dimethoxy-benzyl)-6-methoxy-7-isopropoxy-1,2,3,4-tetrahydroisoquinoline and 2-bromoacetyl bromide with 1-amino-4-methyl-indane RXN SMILES: [C:41](=[O:42])([O-:43])[OH:44].[CH3:60][N:61]([CH3:62])[CH:63]=[O:64].[CH:51]([N:52]([CH:53]([CH3:54])[CH3:55])[CH2:56][CH3:57])([CH3:58])[CH3:59].[Cl:13][C:14]([C:15]([Cl:16])=[O:17])=[O:18].[F:1][c:2]1[cH:3][cH:4][c:5]([CH:6]=[CH:7][C:8](=[O:9])[OH:10])[cH:11][cH:12]1.[Na+:45].[O:46]1[CH2:47][CH2:48][CH2:49][CH2:50]1.[c:19]1([C:25]2([c:35]3[cH:36][cH:37][cH:38][cH:39][cH:40]3)[O:26][C:27](=[O:34])[N:28]3[CH:29]2[CH2:30][NH:31][CH2:32][CH2:33]3)[cH:20][cH:21][cH:22][cH:23][cH:24]1>>[F:1][c:2]1[cH:3][cH:4][c:5]([CH:6]=[CH:7][C:8](=[O:10])[N:31]2[CH2:30][CH:29]3[C:25]([c:19]4[cH:20][cH:21][cH:22][cH:23][cH:24]4)([c:35]4[cH:36][cH:37][cH:38][cH:39][cH:40]4)[O:26][C:27](=[O:34])[N:28]3[CH2:33][CH2:32]2)[cH:11][cH:12]1. Reactants: O=C([O-])O, CN(C)C=O, CCN(C(C)C)C(C)C, O=C(Cl)C(=O)Cl, O=C(O)C=Cc1ccc(F)cc1, [Na+], C1CCOC1, O=C1OC(c2ccccc2)(c2ccccc2)C2CNCCN12. Product: O=C(C=Cc1ccc(F)cc1)N1CCN2C(=O)OC(c3ccccc3)(c3ccccc3)C2C1. Reactants: O (Water), FC=1C=C(CC2=CC=C(O2)C2OCCO2)C=CC1 (2-(5-(3-fluoro-benzyl)-furan-2-yl)-[1,3]dioxolane), O1C(OCC1)C=1OC=CC1 (2-(1,3-dioxolan-2-yl)furan), C(C(=O)O)(=O)O (oxalic acid). Run in CO (methanol). Reaction conditions: time 1 hour. The product is FC=1C=C(CC2=CC=C(O2)C=O)C=CC1 (5-(3-Fluoro-benzyl)-furan-2-carbaldehyde). Yield: 34.0%. Reaction SMILES: [F:1][C:2]1[CH:3]=[C:4]([CH:16]=[CH:17][CH:18]=1)[CH2:5][C:6]1[O:10][C:9]([CH:11]2OCC[O:12]2)=[CH:8][CH:7]=1.O1CCOC1C1OC=CC=1.C(O)(=O)C(O)=O.O>CO>[F:1][C:2]1[CH:3]=[C:4]([CH:16]=[CH:17][CH:18]=1)[CH2:5][C:6]1[O:10][C:9]([CH:11]=[O:12])=[CH:8][CH:7]=1. Procedure details: To a solution of a mixture of 2-(5-(3-fluoro-benzyl)-furan-2-yl)-[1,3]dioxolane and 2-(1,3-dioxolan-2-yl)furan (8033 mg) in methanol (80 mL) was added an aqueous solution of oxalic acid (22 g, 115 mmol) (80 mL), and the solution was stirred at room temperature for 1 hour. Water was added to the reaction mixture, which extracted with diethyl ether, the organic layer was sequentially washed with an aqueous solution of saturated sodium bicarbonate, water and brine, dried over anhydrous sodium sulfa... Starting materials: Cl (HCl), ClC1=CC=C(CN2C(=C(C3=CC(=CC=C23)OC)C)CC(C(=O)O)(C)C)C=C1 (3-[1-(4-chlorobenzyl)-3-methyl-5-methoxyindol-2-yl]-2,2-dimethylpropanoic acid), C(C)S (ethanethiol), [Al+3].[Cl-].[Cl-].[Cl-] (AlCl3). Run in C(Cl)Cl (CH2Cl2). Run at time 8 hour. Yields the product ClC1=CC=C(CN2C(=C(C3=CC(=CC=C23)O)C)CC(C(=O)OC)(C)C)C=C1 (Methyl 3-[1-(4-chlorobenzyl)-3-methyl-5-hydroxy-indol-2-yl]-2,2-dimethylpropanoat). Reaction SMILES: [Cl:1][C:2]1[CH:27]=[CH:26][C:5]([CH2:6][N:7]2[C:15]3[C:10](=[CH:11][C:12]([O:16]C)=[CH:13][CH:14]=3)[C:9]([CH3:18])=[C:8]2[CH2:19][C:20]([CH3:25])([CH3:24])[C:21]([OH:23])=[O:22])=[CH:4][CH:3]=1.[CH2:28](S)C.[Al+3].[Cl-].[Cl-].[Cl-].Cl>C(Cl)Cl>[Cl:1][C:2]1[CH:27]=[CH:26][C:5]([CH2:6][N:7]2[C:15]3[C:10](=[CH:11][C:12]([OH:16])=[CH:13][CH:14]=3)[C:9]([CH3:18])=[C:8]2[CH2:19][C:20]([CH3:25])([CH3:24])[C:21]([O:23][CH3:28])=[O:22])=[CH:4][CH:3]=1 |f:2.3.4.5|. Procedure: To a solution of 1.05 g (2.7 mmol) of 3-[1-(4-chlorobenzyl)-3-methyl-5-methoxyindol-2-yl]-2,2-dimethylpropanoic acid (EP 166,591, Example 22) and 800 μL of ethanethiol (10 mmol) in 20 mL of CH2Cl2 at -20° C. was added in portions 2.17 g (16 mmol) of AlCl3. The reaction turned light orange and was stirred at room temperature overnight. In the morning, the reaction was completed (tlc) and it was poured into a solution of 1N HCl and extracted 3× with CH2Cl2. The combined organic layers were washed ... The reactants are Cl.C(C1=CC=CC=C1)OC(=O)C1CN(CCC1)C1CCNCC1 ([1,4′]Bipiperidinyl-3-carboxylic acid benzyl ester hydrochloride), C1=CC=CC2=CC3=CC=CC=C3C(=C12)C(=O)Cl (anthracene-9-carbonyl chloride). The product is C(C1=CC=CC=C1)OC(=O)C1CN(CCC1)C1CCN(CC1)C(=O)C=1C2=CC=CC=C2C=C2C=CC=CC12 (1′-(Anthracene-9-carbonyl)-[1,4′]bipiperidinyl-3-carboxylic acid benzyl ester). As a reaction SMILES: Cl.[CH2:2]([O:9][C:10]([CH:12]1[CH2:17][CH2:16][CH2:15][N:14]([CH:18]2[CH2:23][CH2:22][NH:21][CH2:20][CH2:19]2)[CH2:13]1)=[O:11])[C:3]1[CH:8]=[CH:7][CH:6]=[CH:5][CH:4]=1.[CH:24]1[C:37]2[C:28](=[CH:29][C:30]3[C:35]([C:36]=2[C:38](Cl)=[O:39])=[CH:34][CH:33]=[CH:32][CH:31]=3)[CH:27]=[CH:26][CH:25]=1>>[CH2:2]([O:9][C:10]([CH:12]1[CH2:17][CH2:16][CH2:15][N:14]([CH:18]2[CH2:23][CH2:22][N:21]([C:38]([C:36]3[C:37]4[C:28]([CH:29]=[C:30]5[C:35]=3[CH:34]=[CH:33][CH:32]=[CH:31]5)=[CH:27][CH:26]=[CH:25][CH:24]=4)=[O:39])[CH2:20][CH2:19]2)[CH2:13]1)=[O:11])[C:3]1[CH:4]=[CH:5][CH:6]=[CH:7][CH:8]=1 |f:0.1|. Reported procedure: [1,4′]Bipiperidinyl-3-carboxylic acid benzyl ester hydrochloride and anthracene-9-carbonyl chloride were reacted using a procedure analogous to that described above for Example 1 to give the title compound. Reactants: C12(CC3CC(CC(C1)C3)C2)C=2C=C(C(=O)NC3=CC=C(C(=O)OCC=C)C=C3)C=CC2OCOCCOC (allyl 4-[3-(1-adamantyl)-4-methoxyethoxymethoxybenzamido]-benzoate), IC (iodomethane), ester. The product is CN(C(C1=CC(=C(C=C1)OCOCCOC)C12CC3CC(CC(C1)C3)C2)=O)C2=CC=C(C(=O)OCC=C)C=C2 (allyl N-methyl-4-[3-(1-adamantyl)-4-methoxyethoxymethoxybenzamido]benzoate). RXN SMILES: [C:1]12([C:11]3[CH:12]=[C:13]([CH:29]=[CH:30][C:31]=3[O:32][CH2:33][O:34][CH2:35][CH2:36][O:37][CH3:38])[C:14]([NH:16][C:17]3[CH:28]=[CH:27][C:20]([C:21]([O:23][CH2:24][CH:25]=[CH2:26])=[O:22])=[CH:19][CH:18]=3)=[O:15])[CH2:10][CH:5]3[CH2:6][CH:7]([CH2:9][CH:3]([CH2:4]3)[CH2:2]1)[CH2:8]2.I[CH3:40]>>[CH3:40][N:16]([C:17]1[CH:28]=[CH:27][C:20]([C:21]([O:23][CH2:24][CH:25]=[CH2:26])=[O:22])=[CH:19][CH:18]=1)[C:14](=[O:15])[C:13]1[CH:29]=[CH:30][C:31]([O:32][CH2:33][O:34][CH2:35][CH2:36][O:37][CH3:38])=[C:11]([C:1]23[CH2:10][CH:5]4[CH2:4][CH:3]([CH2:9][CH:7]([CH2:6]4)[CH2:8]2)[CH2:2]3)[CH:12]=1. Procedure details: In a manner analogous to that of Example 16(a), 1.35 g (2.6 mmol) of allyl 4-[3-(1-adamantyl)-4-methoxyethoxymethoxybenzamido]-benzoate prepared in Example 10(d) was reacted with 190 μl (3.1 mmol) of iodomethane and 1.38 g (100%) of the expected allylic ester was recovered.